Dataset: the Open Reaction Database (ORD), a public repository of structured organic reaction records. Task: describe an organic reaction: reactants, conditions, products, and yield Starting materials: CC(C)(C)[Si](C)(C)Cl, O=C([O-])O, CN1CCCC1=O, CCN(C(C)C)C(C)C, [Na+], CC(C)(C)OC(=O)N(CCc1ccc(O)c2c1OCC(=O)N2)CCN(C(=O)CCOCCc1cccc(CN2CCC3(CC2)CNCCO3)c1)C1CCCCC1. Product: CC(C)(C)OC(=O)N(CCc1ccc(O[Si](C)(C)C(C)(C)C)c2c1OCC(=O)N2)CCN(C(=O)CCOCCc1cccc(CN2CCC3(CC2)CNCCO3)c1)C1CCCCC1. RXN SMILES: [C:66]([CH3:67])([CH3:68])([CH3:69])[Si:70]([CH3:71])([CH3:72])[Cl:73].[C:74](=[O:75])([OH:76])[O-:77].[CH3:79][N:80]1[CH2:81][CH2:82][CH2:83][C:84]1=[O:85].[CH:57]([N:58]([CH2:59][CH3:60])[CH:61]([CH3:62])[CH3:63])([CH3:64])[CH3:65].[Na+:78].[O:1]1[CH2:2][CH2:3][NH:4][CH2:5][C:6]12[CH2:7][CH2:8][N:9]([CH2:12][c:13]1[cH:14][c:15]([CH2:16][CH2:17][O:18][CH2:19][CH2:20][C:21](=[O:22])[N:23]([CH:24]3[CH2:25][CH2:26][CH2:27][CH2:28][CH2:29]3)[CH2:30][CH2:31][N:32]([C:33]([O:34][C:35]([CH3:36])([CH3:37])[CH3:38])=[O:39])[CH2:40][CH2:41][c:42]3[cH:43][cH:44][c:45]([OH:53])[c:46]4[c:47]3[O:48][CH2:49][C:50](=[O:52])[NH:51]4)[cH:54][cH:55][cH:56]1)[CH2:10][CH2:11]2>>[O:1]1[CH2:2][CH2:3][NH:4][CH2:5][C:6]12[CH2:7][CH2:8][N:9]([CH2:12][c:13]1[cH:14][c:15]([CH2:16][CH2:17][O:18][CH2:19][CH2:20][C:21](=[O:22])[N:23]([CH:24]3[CH2:25][CH2:26][CH2:27][CH2:28][CH2:29]3)[CH2:30][CH2:31][N:32]([C:33]([O:34][C:35]([CH3:36])([CH3:37])[CH3:38])=[O:39])[CH2:40][CH2:41][c:42]3[cH:43][cH:44][c:45]([O:53][Si:70]([C:66]([CH3:67])([CH3:68])[CH3:69])([CH3:71])[CH3:72])[c:46]4[c:47]3[O:48][CH2:49][C:50](=[O:52])[NH:51]4)[cH:54][cH:55][cH:56]1)[CH2:10][CH2:11]2. Reactants: I[C@@H](CCCC(=O)OC)[C@@H]1C[C@H]2[C@H](C[C@H]([C@H]2\C=C\[C@H]([C@@H](CCCC)F)O)C(=O)OC)O1 ([5S,6S,8R,9S,11R,12S,15R,16R]-methyl 5-iodo-6,9-epoxy-11-carbomethoxy-16-fluoro-15-hydroxyprost-(13E)-enoate), O1[C@H](CCCCC(=O)OC)C[C@H]2[C@@H]1CC([C@H]2\C=C\[C@H]([C@@H](CCCC)F)O)C(=O)O ([6R,8R,9S,12S,15R,16R]-methyl 6,9-epoxy-11-carboxy-16-fluoro-15-hydroxyprost-(13E)-enoate). Product: O1[C@H](CCCCC(=O)OC)C[C@H]2[C@@H]1C[C@H]([C@H]2\C=C\[C@H]([C@@H](CCCC)F)O)C(=O)OC ([6R,8R,9S,11R,12S,15R,16R]-Methyl 6,9-epoxy-11-carbomethoxy-16-fluoro-15-hydroxyprost-(13E)-enoate). As a reaction SMILES: I[C@H:2]([C@H:10]1[O:31][C@H:13]2[CH2:14][C@@H:15]([C:27]([O:29][CH3:30])=[O:28])[C@@H:16](/[CH:17]=[CH:18]/[C@@H:19]([OH:26])[C@H:20]([F:25])[CH2:21][CH2:22][CH2:23][CH3:24])[C@H:12]2[CH2:11]1)[CH2:3][CH2:4][CH2:5][C:6]([O:8][CH3:9])=[O:7].O1[C@H]2CC(C(O)=O)[C@@H](/C=C/[C@@H](O)[C@H](F)CCCC)[C@H]2C[C@H]1CCCCC(OC)=O>>[O:31]1[C@H:13]2[CH2:14][C@@H:15]([C:27]([O:29][CH3:30])=[O:28])[C@@H:16](/[CH:17]=[CH:18]/[C@@H:19]([OH:26])[C@H:20]([F:25])[CH2:21][CH2:22][CH2:23][CH3:24])[C@H:12]2[CH2:11][C@H:10]1[CH2:2][CH2:3][CH2:4][CH2:5][C:6]([O:8][CH3:9])=[O:7]. Procedure: By the procedure of Example 2, [5S,6S,8R,9S,11R,12S,15R,16R]-methyl 5-iodo-6,9-epoxy-11-carbomethoxy-16-fluoro-15-hydroxyprost-(13E)-enoate was converted to [6R,8R,9S,12S,15R,16R]-methyl 6,9-epoxy-11-carboxy-16-fluoro-15-hydroxyprost-(13E)-enoate. Reactants: NC=1C=C(C=CC1)O (3-aminophenol), C(O)([O-])=O.[Na+] (sodium hydrogencarbonate), C(#N)C(C)(C)C=1C=C(C(=O)O)C=CC1 (3-(1-cyano-1-methylethyl)benzoic acid), C(C(=O)Cl)(=O)Cl (oxalyl chloride). The reagents and catalysts are CN(C=O)C (N,N-dimethylformamide). Solvent: O1CCCC1 (tetrahydrofuran), O (water), O1CCCC1 (tetrahydrofuran), O1CCCC1 (tetrahydrofuran). Conditions: time 1.5 hour. Product: C(#N)C(C)(C)C=1C=C(C(=O)NC2=CC(=CC=C2)O)C=CC1 (3-(1-cyano-1-methylethyl)-N-(3-hydroxyphenyl)benzamide). Yield: 96.8%. RXN SMILES: [C:1]([C:3]([C:6]1[CH:7]=[C:8]([CH:12]=[CH:13][CH:14]=1)[C:9]([OH:11])=O)([CH3:5])[CH3:4])#[N:2].C(Cl)(=O)C(Cl)=O.[NH2:21][C:22]1[CH:23]=[C:24]([OH:28])[CH:25]=[CH:26][CH:27]=1.C(=O)([O-])O.[Na+]>O1CCCC1.CN(C)C=O.O>[C:1]([C:3]([C:6]1[CH:7]=[C:8]([CH:12]=[CH:13][CH:14]=1)[C:9]([NH:21][C:22]1[CH:27]=[CH:26][CH:25]=[C:24]([OH:28])[CH:23]=1)=[O:11])([CH3:4])[CH3:5])#[N:2] |f:3.4|. Procedure: To a solution of 3-(1-cyano-1-methylethyl)benzoic acid (10 g, 52.8 mmol) produced in Example A7(ii) in tetrahydrofuran (100 mL) were added N,N-dimethylformamide (4 drops) and oxalyl chloride (6.28 mL, 72.0 mmol), and the mixture was stirred at room temperature for 1.5 hr. The solvent was evaporated under reduced pressure to give a residue. To a solution of 3-aminophenol (5.24 g, 48.0 mmol) in tetrahydrofuran (40 mL) was added a suspension of sodium hydrogencarbonate (6.05 g, 72.0 mmol) in water ... Starting materials: NC(=O)c1ccc(F)c(Cl)c1, OC1CNCc2ccoc21. Product: NC(=O)c1ccc(OC2CNCc3ccoc32)c(Cl)c1. Reaction SMILES: [C:11]([NH2:12])(=[O:13])[c:14]1[cH:15][c:16]([Cl:21])[c:17]([F:20])[cH:18][cH:19]1.[o:1]1[cH:2][cH:3][c:4]2[c:9]1[CH:8]([OH:10])[CH2:7][NH:6][CH2:5]2>>[o:1]1[cH:2][cH:3][c:4]2[c:9]1[CH:8]([O:10][c:17]1[c:16]([Cl:21])[cH:15][c:14]([C:11]([NH2:12])=[O:13])[cH:19][cH:18]1)[CH2:7][NH:6][CH2:5]2. The reactants are COc1cc(C=C(CCCCl)C(=O)NC2Cc3ccccc3C2)ccc1-n1cnc(C)c1, [H-], [Na+], CN(C)C=O, O. Yields the product COc1cc(C=C2CCCN(C3Cc4ccccc4C3)C2=O)ccc1-n1cnc(C)c1. Reaction SMILES: [CH2:6]1[CH:7]([NH:15][C:16]([C:17]([CH2:18][CH2:19][CH2:20][Cl:21])=[CH:22][c:23]2[cH:24][c:25]([O:35][CH3:36])[c:26](-[n:29]3[cH:30][n:31][c:32]([CH3:34])[cH:33]3)[cH:27][cH:28]2)=[O:37])[CH2:8][c:9]2[cH:10][cH:11][cH:12][cH:13][c:14]21.[H-:38].[Na+:39].[O:1]=[CH:2][N:3]([CH3:4])[CH3:5].[OH2:40]>>[CH2:6]1[CH:7]([N:15]2[C:16](=[O:37])[C:17](=[CH:22][c:23]3[cH:24][c:25]([O:35][CH3:36])[c:26](-[n:29]4[cH:30][n:31][c:32]([CH3:34])[cH:33]4)[cH:27][cH:28]3)[CH2:18][CH2:19][CH2:20]2)[CH2:8][c:9]2[cH:10][cH:11][cH:12][cH:13][c:14]21. The reactants are C(C)(=O)OCC (ethyl acetate), [H-].[Na+] (sodium hydride), CI (methyl iodide), N1C=CN2N=CC=C21 (1H-imidazo[1,2-b]-pyrazole). Solvent: CN(C=O)C (N,N-dimethylformamide). Run at time 4 hour. Yields the product CN1C=CN2N=CC=C21 (1-methyl-1H-imidazo-[1,2-b]pyrazole). RXN SMILES: [H-].[Na+].[NH:3]1[C:10]2[N:6]([N:7]=[CH:8][CH:9]=2)[CH:5]=[CH:4]1.CI.[C:13](OCC)(=O)C>CN(C)C=O>[CH3:13][N:3]1[C:10]2[N:6]([N:7]=[CH:8][CH:9]=2)[CH:5]=[CH:4]1 |f:0.1|. Reported procedure: To a suspension of 62% sodium hydride (0.36 g) in N,N-dimethylformamide (6 ml) was added 1H-imidazo[1,2-b]-pyrazole (1 g) under ice-cooling Then, thereto was added dropwise methyl iodide (0.58 ml) at the same temperature After the mixture was stirred at room temperature for 4 hours, ethyl acetate was added thereto The precipitate was filtered off, and the organic solvent was evaporated in vacuo. The residue was purified by column chromatography on silica gel to give 1-methyl-1H-imidazo-[1,2-b]py...